From a dataset of the Open Reaction Database (ORD), a public repository of structured organic reaction records. describe an organic reaction: reactants, conditions, products, and yield The reactants are CC(C)Cc1cc(CCC#N)ccc1-c1ccc(-c2ccc(O)c(Cc3ccccc3)c2)c(Cc2ccccc2)c1, CC(C)=O, N#CCCl, [K+], [K+], O=C([O-])[O-]. Product: CC(C)Cc1cc(CCC#N)ccc1-c1ccc(-c2ccc(OCC#N)c(Cc3ccccc3)c2)c(Cc2ccccc2)c1. As a reaction SMILES: [CH2:1]([c:2]1[cH:3][cH:4][cH:5][cH:6][cH:7]1)[c:8]1[cH:9][c:10](-[c:28]2[c:29]([CH2:38][CH:39]([CH3:40])[CH3:41])[cH:30][c:31]([CH2:34][CH2:35][C:36]#[N:37])[cH:32][cH:33]2)[cH:11][cH:12][c:13]1-[c:14]1[cH:15][c:16]([CH2:21][c:22]2[cH:23][cH:24][cH:25][cH:26][cH:27]2)[c:17]([OH:20])[cH:18][cH:19]1.[CH3:52][C:53](=[O:54])[CH3:55].[Cl:48][CH2:49][C:50]#[N:51].[K+:42].[K+:43].[O-:44][C:45]([O-:46])=[O:47]>>[CH2:1]([c:2]1[cH:3][cH:4][cH:5][cH:6][cH:7]1)[c:8]1[cH:9][c:10](-[c:28]2[c:29]([CH2:38][CH:39]([CH3:40])[CH3:41])[cH:30][c:31]([CH2:34][CH2:35][C:36]#[N:37])[cH:32][cH:33]2)[cH:11][cH:12][c:13]1-[c:14]1[cH:15][c:16]([CH2:21][c:22]2[cH:23][cH:24][cH:25][cH:26][cH:27]2)[c:17]([O:20][CH2:49][C:50]#[N:51])[cH:18][cH:19]1. Starting materials: S(=O)(Cl)Cl (thionyl chloride), CC(=CC(=O)O)C=CCC(CCCCC)C (3,7-dimethyl-2,4-dodecadienoic acid), N1=CC=CC=C1 (pyridine). Solvent: C(C)OCC (diethyl ether). Reaction conditions: temperature 22 celsius, time 1 hour. Yields the product C(C#C)OC(C=C(C=CCC(CCCCC)C)C)=O (3,7-dimethyl-2,4-dodecadienoic acid propargyl ester). RXN SMILES: [CH3:1][C:2]([CH:7]=[CH:8][CH2:9][CH:10]([CH3:16])[CH2:11][CH2:12][CH2:13][CH2:14][CH3:15])=[CH:3][C:4]([OH:6])=[O:5].S(Cl)(Cl)=O.N1C=C[CH:24]=[CH:23][CH:22]=1>C(OCC)C>[CH2:24]([O:5][C:4](=[O:6])[CH:3]=[C:2]([CH3:1])[CH:7]=[CH:8][CH2:9][CH:10]([CH3:16])[CH2:11][CH2:12][CH2:13][CH2:14][CH3:15])[C:23]#[CH:22]. Procedure: 1.6 g of 3,7-dimethyl-2,4-dodecadienoic acid is dissolved in 20 ml of absolute diethyl ether and 0.55 ml of pyridine. The resulting mixture is added dropwise over a period of about 10 minutes to 0.57 ml of thionyl chloride at a temperature between 0°C. and +10°C. Subsequently the mixture is stirred for 1 hour at room temperature (22°C.), then decanted off, and the residue is washed with absolute diethyl ether. The solution is evaporated to dryness under anhydrous conditions. The residue is disso... Reactants: O (water), [Br-].N(=[N+]=[N-])CCC[P+](C1=CC=CC=C1)(C1=CC=CC=C1)C1=CC=CC=C1 ((3-Azido-propyl)-triphenylphosphonium bromide), [Li+].C[Si](C)(C)[N-][Si](C)(C)C (LiHMDS), C(C)(C)(C)OC(NCCCOC1=CC=C(C=2CCCCC12)C=O)=O ([3-(4-Formyl-5,6,7,8-tetrahydro-naphthalen-1-yloxy)-propyl]-carbamic acid tert-butyl ester). Solvent: C1CCOC1 (THF), C1CCOC1 (THF). Run at time 30 minute. Yields the product C(C)(C)(C)OC(NCCCOC1=CC=C(C=2CCCCC12)C=CCCN=[N+]=[N-])=O ({3-[4-(4-Azido-but-1-enyl)-5,6,7,8-tetrahydro-naphthalen-1-yloxy]-propyl}-carbamic acid tert-butyl ester). Yield: 48.5%. Reaction SMILES: [Br-].[N:2]([CH2:5][CH2:6][CH2:7][P+](C1C=CC=CC=1)(C1C=CC=CC=1)C1C=CC=CC=1)=[N+:3]=[N-:4].[Li+].C[Si]([N-][Si](C)(C)C)(C)C.[C:37]([O:41][C:42](=[O:60])[NH:43][CH2:44][CH2:45][CH2:46][O:47][C:48]1[C:57]2[CH2:56][CH2:55][CH2:54][CH2:53][C:52]=2[C:51]([CH:58]=O)=[CH:50][CH:49]=1)([CH3:40])([CH3:39])[CH3:38].O>C1COCC1>[C:37]([O:41][C:42](=[O:60])[NH:43][CH2:44][CH2:45][CH2:46][O:47][C:48]1[C:57]2[CH2:56][CH2:55][CH2:54][CH2:53][C:52]=2[C:51]([CH:58]=[CH:7][CH2:6][CH2:5][N:2]=[N+:3]=[N-:4])=[CH:50][CH:49]=1)([CH3:40])([CH3:39])[CH3:38] |f:0.1,2.3|. Procedure details: (3-Azido-propyl)-triphenylphosphonium bromide (112, 11.5 g, 27 mmol) was stirred with 100 mL of dry THF at −76° C. LiHMDS (0.5 M in toluene, 27 mL) was added and the mixture was stirred for 30 minutes. [3-(4-Formyl-5,6,7,8-tetrahydro-naphthalen-1-yloxy)-propyl]-carbamic acid tert-butyl ester (111, 6 g, 18 mmol) in 12 mL dry THF solution was introduced. The reaction mixture was stirred at this temperature for another 30 minutes, and slowly warmed to room temperature. The mixture was poured into w... The reactants are COc1ccc(CCCCCC(=O)O)cc1OC, CC(=O)O, O=[N+]([O-])O. Yields the product COc1cc(CCCCCC(=O)O)c([N+](=O)[O-])cc1OC. As a reaction SMILES: [CH3:1][O:2][c:3]1[cH:4][c:5]([CH2:11][CH2:12][CH2:13][CH2:14][CH2:15][C:16](=[O:17])[OH:18])[cH:6][cH:7][c:8]1[O:9][CH3:10].[CH3:23][C:24](=[O:25])[OH:26].[OH:19][N+:20]([O-:21])=[O:22]>>[CH3:1][O:2][c:3]1[cH:4][c:5]([CH2:11][CH2:12][CH2:13][CH2:14][CH2:15][C:16](=[O:17])[OH:18])[c:6]([N+:20](=[O:19])[O-:21])[cH:7][c:8]1[O:9][CH3:10]. Starting materials: C(C1=CC=CC=C1)N1N=C(N=N1)[C@H]1O[C@H]([C@@H]([C@@H]1O)O)N1C2=NC(=NC(=C2N=C1)NCC(C1=CC=CC=C1)C1=CC=CC=C1)NCCN1CCCCC1 ((2R,3S,4R,5R)-2-(2-Benzyl-2H-tetrazol-5-yl)-5-[6-(2,2-diphenyl-ethylamino)-2-(2-piperidin-1-yl-ethylamino)-purin-9-yl]-tetrahydro-furan-3,4-diol), C(=O)[O-].[NH4+] (ammonium formate). The reagents and catalysts are [Pd] (palladium on carbon). Solvent: C(C)O (ethanol). Run at temperature 50 celsius. Yields the product N=1NN=NC1[C@H]1O[C@H]([C@@H]([C@@H]1O)O)N1C2=NC(=NC(=C2N=C1)NCC(C1=CC=CC=C1)C1=CC=CC=C1)NCCN1CCCCC1 ((2R,3S,4R,5R)-2-(2H-tetrazol-5-yl)-5-[6-(2,2-diphenyl-ethylamino)-2-(2-piperidin-1-yl-ethylamino)-purin-9-yl]-tetrahydro-furan-3,4-diol). Isolated yield 99.6%. As a reaction SMILES: C([N:8]1[N:12]=[N:11][C:10]([C@@H:13]2[C@@H:17]([OH:18])[C@@H:16]([OH:19])[C@H:15]([N:20]3[CH:28]=[N:27][C:26]4[C:21]3=[N:22][C:23]([NH:44][CH2:45][CH2:46][N:47]3[CH2:52][CH2:51][CH2:50][CH2:49][CH2:48]3)=[N:24][C:25]=4[NH:29][CH2:30][CH:31]([C:38]3[CH:43]=[CH:42][CH:41]=[CH:40][CH:39]=3)[C:32]3[CH:37]=[CH:36][CH:35]=[CH:34][CH:33]=3)[O:14]2)=[N:9]1)C1C=CC=CC=1.C([O-])=O.[NH4+]>[Pd].C(O)C>[N:11]1[NH:12][N:8]=[N:9][C:10]=1[C@@H:13]1[C@@H:17]([OH:18])[C@@H:16]([OH:19])[C@H:15]([N:20]2[CH:28]=[N:27][C:26]3[C:21]2=[N:22][C:23]([NH:44][CH2:45][CH2:46][N:47]2[CH2:52][CH2:51][CH2:50][CH2:49][CH2:48]2)=[N:24][C:25]=3[NH:29][CH2:30][CH:31]([C:38]2[CH:39]=[CH:40][CH:41]=[CH:42][CH:43]=2)[C:32]2[CH:33]=[CH:34][CH:35]=[CH:36][CH:37]=2)[O:14]1 |f:1.2|. Reported procedure: To 10% palladium on carbon (1.6 g) under nitrogen was added a solution of Intermediate 5 (1.67 g, 2.38 mM) in ethanol (50 ml) followed by ammonium formate (0.72 g, 11.9 mM). The mixture was heated to 50° C. for 4 h., filtered through a pad of Harborlite®. The filtrate was evaporated under reduced pressure to yield the title compound as a pale yellow solid (1.45 g). Starting materials: NC1CCC1, CS(=O)(=O)c1nccc(Oc2ccc(NC(=O)c3cc(F)cc(N4CCCCC4)c3)c3ccccc23)n1. Yields the product O=C(Nc1ccc(Oc2ccnc(NC3CCC3)n2)c2ccccc12)c1cc(F)cc(N2CCCCC2)c1. RXN SMILES: [CH:38]1([NH2:42])[CH2:39][CH2:40][CH2:41]1.[F:1][c:2]1[cH:3][c:4]([C:5](=[O:6])[NH:7][c:8]2[cH:9][cH:10][c:11]([O:18][c:19]3[n:20][c:21]([S:25]([CH3:26])(=[O:27])=[O:28])[n:22][cH:23][cH:24]3)[c:12]3[cH:13][cH:14][cH:15][cH:16][c:17]23)[cH:29][c:30]([N:32]2[CH2:33][CH2:34][CH2:35][CH2:36][CH2:37]2)[cH:31]1>>[F:1][c:2]1[cH:3][c:4]([C:5](=[O:6])[NH:7][c:8]2[cH:9][cH:10][c:11]([O:18][c:19]3[n:20][c:21]([NH:42][CH:38]4[CH2:39][CH2:40][CH2:41]4)[n:22][cH:23][cH:24]3)[c:12]3[cH:13][cH:14][cH:15][cH:16][c:17]23)[cH:29][c:30]([N:32]2[CH2:33][CH2:34][CH2:35][CH2:36][CH2:37]2)[cH:31]1.